From a dataset of the Open Reaction Database (ORD), a public repository of structured organic reaction records. describe an organic reaction: reactants, conditions, products, and yield The reactants are C(C)(C)(C)C1=CC=C(C=C1)C (p-tert-butyltoluene), BrN1C(CCC1=O)=O (N-bromosuccinimide). Reagents/catalysts: C(C1=CC=CC=C1)(=O)OOC(C1=CC=CC=C1)=O (benzoyl peroxide). The solvent is C(Cl)(Cl)(Cl)Cl (carbon tetrachloride). Yields the product C(C)(C)(C)C1=CC=C(CBr)C=C1 (p-tert-butylbenzyl bromide). The yield is 99.9%. As a reaction SMILES: [C:1]([C:5]1[CH:10]=[CH:9][C:8]([CH3:11])=[CH:7][CH:6]=1)([CH3:4])([CH3:3])[CH3:2].[Br:12]N1C(=O)CCC1=O>C(Cl)(Cl)(Cl)Cl.C(OOC(=O)C1C=CC=CC=1)(=O)C1C=CC=CC=1>[C:1]([C:5]1[CH:6]=[CH:7][C:8]([CH2:11][Br:12])=[CH:9][CH:10]=1)([CH3:4])([CH3:3])[CH3:2]. Procedure: p-tert-butyltoluene (14.8 g; 0.10 mol) was dissolved in carbon tetrachloride, and N-bromosuccinimide (17.8 g; 0.10 mol) and benzoyl peroxide (200 mg) were added thereto. The mixture was refluxed for 2 hours, and then cooled. Insoluble matter was filtered off, followed by washing with carbon tetrachloride. The filtrate was concentrated under reduced pressure, and the residue was dissolved in n-hexane, followed by drying over magnesium sulfate. The solvent was evaporated under reduced pressure, to... The reactants are C[Li] (Methyllithium), C(C1=CC=CC=C1)N1CCC(CC1)N(C1=NC(=CC=C1NC(C)(C#N)C)F)C (1-Benzyl-4-[N-methyl-N-(3-(1-methyl-1-cyanoethyl)amino-6-fluoro-2-pyridinyl)amino]piperidine), C[Li] (methyllithium). Run in C1(=CC=CC=C1)C (toluene), C1(=CC=CC=C1)C (toluene). Product: C(C1=CC=CC=C1)N1CCC(CC1)N(C1=NC(=CC=C1NC(C)(C)C)F)C (1-Benzyl-4-[N-methyl-N-(3-tert-butylamino-6-fluoro-2-pyridinyl)amino]piperidine). Reaction SMILES: C[Li].[CH2:3]([N:10]1[CH2:15][CH2:14][CH:13]([N:16]([CH3:30])[C:17]2[C:22]([NH:23][C:24]([CH3:28])([C:26]#N)[CH3:25])=[CH:21][CH:20]=[C:19]([F:29])[N:18]=2)[CH2:12][CH2:11]1)[C:4]1[CH:9]=[CH:8][CH:7]=[CH:6][CH:5]=1>C1(C)C=CC=CC=1>[CH2:3]([N:10]1[CH2:15][CH2:14][CH:13]([N:16]([CH3:30])[C:17]2[C:22]([NH:23][C:24]([CH3:25])([CH3:26])[CH3:28])=[CH:21][CH:20]=[C:19]([F:29])[N:18]=2)[CH2:12][CH2:11]1)[C:4]1[CH:9]=[CH:8][CH:7]=[CH:6][CH:5]=1. Procedure: Methyllithium (53 ml, 74.2 mmol, 1.4M in ether) is added to toluene (15 ml) in a dry flask under a nitrogen atmosphere at -78°. 1-Benzyl-4-[N-methyl-N-(3-(1-methyl-1-cyanoethyl)amino-6-fluoro-2-pyridinyl)amino]piperidine (EXAMPLE 152, 2.83 g, 7.42 mmol) in toluene (15 ml) is cooled to -78° and cannulated into the methyllithium mixture. The mixture is allowed to warm gradually to 20°-25°, then quenched cautiously with water. The mixture is extracted with chloroform and the extract dried over sodi... The reactants are O (water), COC1=CC=C2CCC(CC2=C1)=O (7-methoxy-2-tetralone), Cl.ON (hydroxyl amine hydrochloride), C([O-])(O)=O.[Na+] (sodium bicarbonate). The solvent is CO (methanol). Yields the product COC1=CC=C2CCC(CC2=C1)=NO (7-methoxy-2-tetralone oxime). Yield: 78.4%. RXN SMILES: [CH3:1][O:2][C:3]1[CH:12]=[C:11]2[C:6]([CH2:7][CH2:8][C:9](=O)[CH2:10]2)=[CH:5][CH:4]=1.Cl.[OH:15][NH2:16].C(=O)(O)[O-].[Na+].O>CO>[CH3:1][O:2][C:3]1[CH:12]=[C:11]2[C:6]([CH2:7][CH2:8][C:9](=[N:16][OH:15])[CH2:10]2)=[CH:5][CH:4]=1 |f:1.2,3.4|. Reported procedure: A mixture of 7-methoxy-2-tetralone (0.50 g, 2.8 mmol), hydroxyl amine hydrochloride (0.38 g, 5.6 mmol) and sodium bicarbonate (0.47 g, 5.6 mmol) in methanol (20 mL) was heated to reflux for 3 h. The mixture was poured into water (15 mL) and extracted with chloroform. The organic phases were combined, washed with brine, and concentrated to give a white solid. Precipitation from ethyl acetate/hexane gave the title compound (420 mg, 79%) as a granular solid. MS(ES) m/e 191 [M+H]+. The reactants are C(C)(C)(C)OC(=O)N1CCC(CC1)OC1=C(C=C(C=C1)[N+](=O)[O-])Cl (4-(1-t-butoxycarbonylpiperidin-4-yloxy)-3-chloronitrobenzene). Reagents/catalysts: [Zn] (zinc). The solvent is C(C)(=O)O (acetic acid). Run at time 2 hour. Product: C(C)(C)(C)OC(=O)N1CCC(CC1)OC1=C(C=C(N)C=C1)Cl (4-(1-t-Butoxycarbonylpiperidin-4-yloxy)-3-chloroaniline). Yield: 90.5%. As a reaction SMILES: [C:1]([O:5][C:6]([N:8]1[CH2:13][CH2:12][CH:11]([O:14][C:15]2[CH:20]=[CH:19][C:18]([N+:21]([O-])=O)=[CH:17][C:16]=2[Cl:24])[CH2:10][CH2:9]1)=[O:7])([CH3:4])([CH3:3])[CH3:2]>C(O)(=O)C.[Zn]>[C:1]([O:5][C:6]([N:8]1[CH2:9][CH2:10][CH:11]([O:14][C:15]2[CH:20]=[CH:19][C:18]([NH2:21])=[CH:17][C:16]=2[Cl:24])[CH2:12][CH2:13]1)=[O:7])([CH3:4])([CH3:2])[CH3:3]. Procedure details: To a solution of 4-(1-t-butoxycarbonylpiperidin-4-yloxy)-3-chloronitrobenzene (2.40 g) in acetic acid (50 ml) was added zinc powder (5.60 g) in four portions at room temperature and the mixture was stirred for 2 hours. The reaction mixture was filtered and the filtrate concentrated in vacuo. The residue was purified by chromatography on a silica gel column using hexane/ethyl acetate=1/1 as an eluant to give the desired compound (1.99 g, yield 87%) as an orange oil. The reactants are ClC1=C(C(=NC=C1)N)SC (4-chloro-3-(methylthio)pyridin-2-amine), N(=O)[O-].[Na+] (NaNO2), O (water). Reagents/catalysts: [O-]S(=O)(=O)[O-].[Cu+2] (CuSO4). The solvent is Cl (HCl). Conditions: temperature 0 celsius, time 0.5 hour. Yields the product ClC1=C(C(=NC=C1)O)SC (4-Chloro-3-(methylthio)pyridin-2-ol). Reaction SMILES: [Cl:1][C:2]1[CH:7]=[CH:6][N:5]=[C:4](N)[C:3]=1[S:9][CH3:10].N([O-])=[O:12].[Na+].O>Cl.[O-]S([O-])(=O)=O.[Cu+2]>[Cl:1][C:2]1[CH:7]=[CH:6][N:5]=[C:4]([OH:12])[C:3]=1[S:9][CH3:10] |f:1.2,5.6|. Procedure details: To a solution 4-chloro-3-(methylthio)pyridin-2-amine (40 mg, 0.23 mmol), NaNO2 (17 mg, 0.25 mmol) in HCl aq (6M, 0.5 mL) was added CuSO4 (37 mg, 0.23 mmol). The resulting mixture was allowed to stir at 0° C. for 0.5 h. To the solution was added water (1 mL), extracted with EtOAc (2×5 mL), dried over Na2SO4, filtered and concentrated to afford the title compound as a yellow solid. LC/MS m/z=176.1 [M+H]+